Dataset: the Open Reaction Database (ORD), a public repository of structured organic reaction records. Task: describe an organic reaction: reactants, conditions, products, and yield Starting materials: Cl (HCl), BrC1=CC=C2C(C(NC2=C1)=O)=O (6-bromo-1H-indole-2,3-dione), [OH-].[Na+] (NaOH), mixture. The solvent is OO (hydrogen peroxide). Reaction conditions: temperature 0 celsius, time 2 hour. Product: NC1=C(C(=O)O)C=CC(=C1)Br (2-Amino-4-bromo-benzoic acid). Yield: 21.1%. Reaction SMILES: [Br:1][C:2]1[CH:10]=[C:9]2[C:5]([C:6](=[O:12])C(=O)[NH:8]2)=[CH:4][CH:3]=1.[OH-:13].[Na+].Cl>OO>[NH2:8][C:9]1[CH:10]=[C:2]([Br:1])[CH:3]=[CH:4][C:5]=1[C:6]([OH:12])=[O:13] |f:1.2|. Reported procedure: To a 500 mL round bottom flask, 6-bromo-1H-indole-2,3-dione (50 g, 0.2192 mol) and NaOH (20 g in 250 mL water) were added and cooled the reaction vessel to 0° C. To this reaction mixture 30% hydrogen peroxide (50 mL) was slowly added. The reaction mixture was stirred at 0° C. for 2 h. Subsequently, the reaction mixture was acidified with 2N HCl [pH-6] at 0° C. to afford the solid compound. The solid material was collected by filtration and dried to obtain the title compound [10 g, 21%]. 1H NMR (... Starting materials: C1OC=2C=C(CN3CCNCC3)C=CC2O1 (4-(3,4-methylenedioxybenzyl)piperazine), O=C1OC2=C(C1CC(=O)Cl)C=CC=C2 (2-(2,3-dihydro-2-oxo-3-benzofuranyl)acetyl chloride). The solvent is C1=CC=CC=C1 (benzene), C1=CC=CC=C1 (benzene). Conditions: time 12 hour. Product: Cl.O=C1OC2=C(C1CC(=O)N1CCN(CC1)CC1=CC3=C(C=C1)OCO3)C=CC=C2 (2-(2,3-dihydro-2-oxo-3-benzofuranyl)1-[4-(3,4-methylenedioxybenzyl)piperazinyl]-1-oxoethane hydrochloride). Isolated yield 35.0%. Reaction SMILES: [CH2:1]1[O:16][C:15]2[CH:14]=[CH:13][C:5]([CH2:6][N:7]3[CH2:12][CH2:11][NH:10][CH2:9][CH2:8]3)=[CH:4][C:3]=2[O:2]1.[O:17]=[C:18]1[CH:22]([CH2:23][C:24]([Cl:26])=[O:25])[C:21]2[CH:27]=[CH:28][CH:29]=[CH:30][C:20]=2[O:19]1>C1C=CC=CC=1>[ClH:26].[O:17]=[C:18]1[CH:22]([CH2:23][C:24]([N:10]2[CH2:11][CH2:12][N:7]([CH2:6][C:5]3[CH:13]=[CH:14][C:15]4[O:16][CH2:1][O:2][C:3]=4[CH:4]=3)[CH2:8][CH2:9]2)=[O:25])[C:21]2[CH:27]=[CH:28][CH:29]=[CH:30][C:20]=2[O:19]1 |f:3.4|. Procedure details: A solution of 9.4 g of 4-(3,4-methylenedioxybenzyl)piperazine in 100 ml of anhydrous benzene is added to a solution, cooled beforehand to 10° C., of 4.5 g of 2-(2,3-dihydro-2-oxo-3-benzofuranyl)acetyl chloride in 50 ml of anhydrous benzene. The mixture is stirred for 12 hours at room temperature and the precipitate of amine hydrochloride is filtered off and washed several times with benzene. The combined organic phases are washed with water, dried over anhydrous sodium sulfate and concentrated u...